From a dataset of the Open Reaction Database (ORD), a public repository of structured organic reaction records. describe an organic reaction: reactants, conditions, products, and yield The reactants are O=C([O-])[O-], CCc1nc2ccccc2[nH]1, CCOCC, Cn1c(C=O)nc2c(N3CCOCC3)nc(Cl)nc21, [Cs+], [Cs+], Cn1cnc(C(N)=O)c1N, C1COCCO1, O=C(C=Cc1ccccc1)C=Cc1ccccc1, O=C(C=Cc1ccccc1)C=Cc1ccccc1, O=C(C=Cc1ccccc1)C=Cc1ccccc1, [Pd], [Pd]. Product: CCc1nc2ccccc2n1-c1nc(N2CCOCC2)c2nc(C=O)n(C)c2n1. Reaction SMILES: [C:41](=[O:42])([O-:43])[O-:44].[CH2:30]([CH3:31])[c:32]1[n:33][c:34]2[c:35]([nH:36]1)[cH:37][cH:38][cH:39][cH:40]2.[CH3:53][CH2:54][O:55][CH2:56][CH3:57].[Cl:11][c:12]1[n:13][c:14]([N:24]2[CH2:25][CH2:26][O:27][CH2:28][CH2:29]2)[c:15]2[n:16][c:17]([CH:22]=[O:23])[n:18]([CH3:21])[c:19]2[n:20]1.[Cs+:45].[Cs+:46].[NH2:1][c:2]1[n:3]([CH3:4])[cH:5][n:6][c:7]1[C:8]([NH2:9])=[O:10].[O:47]1[CH2:48][CH2:49][O:50][CH2:51][CH2:52]1.[O:60]=[C:61]([CH:62]=[CH:63][c:64]1[cH:65][cH:66][cH:67][cH:68][cH:69]1)[CH:70]=[CH:71][c:72]1[cH:73][cH:74][cH:75][cH:76][cH:77]1.[O:78]=[C:79]([CH:80]=[CH:81][c:82]1[cH:83][cH:84][cH:85][cH:86][cH:87]1)[CH:88]=[CH:89][c:90]1[cH:91][cH:92][cH:93][cH:94][cH:95]1.[O:96]=[C:97]([CH:98]=[CH:99][c:100]1[cH:101][cH:102][cH:103][cH:104][cH:105]1)[CH:106]=[CH:107][c:108]1[cH:109][cH:110][cH:111][cH:112][cH:113]1.[Pd:58].[Pd:59]>>[c:12]1(-[n:33]2[c:32]([CH2:30][CH3:31])[n:36][c:35]3[c:34]2[cH:40][cH:39][cH:38][cH:37]3)[n:13][c:14]([N:24]2[CH2:25][CH2:26][O:27][CH2:28][CH2:29]2)[c:15]2[n:16][c:17]([CH:22]=[O:23])[n:18]([CH3:21])[c:19]2[n:20]1. Starting materials: C, CN(C)C=O, O=CNc1cc(C(O)CNCCOc2ccc(-c3ccc(C(=O)OCc4ccccc4)cc3)cc2)ccc1O, [H][H], [Pd]. The product is O=CNc1cc(C(O)CNCCOc2ccc(-c3ccc(C(=O)O)cc3)cc2)ccc1O. As a reaction SMILES: [C:47].[CH3:42][N:43]([CH3:44])[CH:45]=[O:46].[CH:1](=[O:2])[NH:3][c:4]1[cH:5][c:6]([CH:11]([CH2:12][NH:13][CH2:14][CH2:15][O:16][c:17]2[cH:18][cH:19][c:20](-[c:23]3[cH:24][cH:25][c:26]([C:29](=[O:30])[O:31][CH2:32][c:33]4[cH:34][cH:35][cH:36][cH:37][cH:38]4)[cH:27][cH:28]3)[cH:21][cH:22]2)[OH:39])[cH:7][cH:8][c:9]1[OH:10].[H:40][H:41].[Pd:48]>>[CH:1](=[O:2])[NH:3][c:4]1[cH:5][c:6]([CH:11]([CH2:12][NH:13][CH2:14][CH2:15][O:16][c:17]2[cH:18][cH:19][c:20](-[c:23]3[cH:24][cH:25][c:26]([C:29](=[O:30])[OH:31])[cH:27][cH:28]3)[cH:21][cH:22]2)[OH:39])[cH:7][cH:8][c:9]1[OH:10].